From a dataset of the Open Reaction Database (ORD), a public repository of structured organic reaction records. describe an organic reaction: reactants, conditions, products, and yield Product: C=Cc1cccc(C(OS(=O)(=O)c2ccc(Cl)cc2)(C(F)(F)F)C(F)(F)F)c1. As a reaction SMILES: [C:19]([c:20]1[cH:21][c:22]([OH:23])[cH:24][cH:25][c:26]1[OH:27])([CH3:28])([CH3:29])[CH3:30].[CH2:49]([Cl:50])[Cl:51].[Cl:33][c:34]1[cH:35][cH:36][c:37]([S:40](=[O:41])(=[O:42])[Cl:43])[cH:38][cH:39]1.[F:1][C:2]([C:3]([C:4]([F:5])([F:6])[F:7])([OH:8])[c:9]1[cH:10][c:11]([CH:15]=[CH2:16])[cH:12][cH:13][cH:14]1)([F:17])[F:18].[H-:31].[Na+:32].[O:44]=[CH:45][N:46]([CH3:47])[CH3:48]>>[F:1][C:2]([C:3]([C:4]([F:5])([F:6])[F:7])([O:8][S:40]([c:37]1[cH:36][cH:35][c:34]([Cl:33])[cH:39][cH:38]1)(=[O:41])=[O:42])[c:9]1[cH:10][c:11]([CH:15]=[CH2:16])[cH:12][cH:13][cH:14]1)([F:17])[F:18]. The reactants are CC(C)(C)c1cc(O)ccc1O, ClCCl, O=S(=O)(Cl)c1ccc(Cl)cc1, C=Cc1cccc(C(O)(C(F)(F)F)C(F)(F)F)c1, [H-], [Na+], CN(C)C=O.